From a dataset of the Open Reaction Database (ORD), a public repository of structured organic reaction records. describe an organic reaction: reactants, conditions, products, and yield The reactants are ClC1=CC=C(CNC(=O)C2=NN(C3=CC=C(C=C3C2=O)I)C)C=C1 (N-(4-chlorobenzyl)-6-iodo-1-methyl-4-oxo-1,4-dihydro-3-cinnolinecarboxamide), C(CC#C)O (3-butyn-1-ol). Reagents/catalysts: [Cu](I)I (copper iodide), Cl[Pd]([P](C1=CC=CC=C1)(C2=CC=CC=C2)C3=CC=CC=C3)([P](C4=CC=CC=C4)(C5=CC=CC=C5)C6=CC=CC=C6)Cl (Pd(PPh3)2Cl2). The solvent is C(C)NCC (diethylamine). The product is ClC1=CC=C(CNC(=O)C2=NN(C3=CC=C(C=C3C2=O)C#CCCO)C)C=C1 (N-(4-chlorobenzyl)-6-(4-hydroxy-1-butynyl)-1-methyl-4-oxo-1,4-dihydro-3-cinnolinecarboxamide). Reaction SMILES: [Cl:1][C:2]1[CH:24]=[CH:23][C:5]([CH2:6][NH:7][C:8]([C:10]2[C:19](=[O:20])[C:18]3[C:13](=[CH:14][CH:15]=[C:16](I)[CH:17]=3)[N:12]([CH3:22])[N:11]=2)=[O:9])=[CH:4][CH:3]=1.[CH2:25]([OH:29])[CH2:26][C:27]#[CH:28]>C(NCC)C.[Cu](I)I.Cl[Pd](Cl)([P](C1C=CC=CC=1)(C1C=CC=CC=1)C1C=CC=CC=1)[P](C1C=CC=CC=1)(C1C=CC=CC=1)C1C=CC=CC=1>[Cl:1][C:2]1[CH:24]=[CH:23][C:5]([CH2:6][NH:7][C:8]([C:10]2[C:19](=[O:20])[C:18]3[C:13](=[CH:14][CH:15]=[C:16]([C:28]#[C:27][CH2:26][CH2:25][OH:29])[CH:17]=3)[N:12]([CH3:22])[N:11]=2)=[O:9])=[CH:4][CH:3]=1 |^1:40,59|. Procedure details: A solution of N-(4-chlorobenzyl)-6-iodo-1-methyl-4-oxo-1,4-dihydro-3-cinnolinecarboxamide [Example 1] (0.12 g), copper iodide (0.020 g), Pd(PPh3)2Cl2 (0.0067 g) and 3-butyn-1-ol (0.030 mL) in 10 mL diethylamine is stirred at room temperature for 18 h. The reaction is partitioned between ethyl acetate and H2O. The aqueous layer is extracted 3× with ethyl acetate. The organics are combined, dried over Na2SO4, filtered and concentrated. The residue is dissolved in CH2Cl2/MeOH and adsorbed onto sili... Reactants: NC1=C(C=C(C=C1)SCC#C)N (1,2-diamino-4-propargylthiobenzene), COC(=O)N=C=S (methoxy carbonyl isothiocyanate). Run in CC(=O)C (aceton). Run at time 8 hour. Yields the product COC(=O)NC(NC1=C(C=C(C=C1)SCC#C)NC(=S)NC(=O)OC)=S (1,2-bis-(3-methoxycarbonyl-2-thioureido)-4-propargylthio-benzene). RXN SMILES: [NH2:1][C:2]1[CH:7]=[CH:6][C:5]([S:8][CH2:9][C:10]#[CH:11])=[CH:4][C:3]=1[NH2:12].[CH3:13][O:14][C:15]([N:17]=[C:18]=[S:19])=[O:16]>CC(C)=O>[CH3:13][O:14][C:15]([NH:17][C:18](=[S:19])[NH:1][C:2]1[CH:7]=[CH:6][C:5]([S:8][CH2:9][C:10]#[CH:11])=[CH:4][C:3]=1[NH:12][C:18]([NH:17][C:15]([O:14][CH3:13])=[O:16])=[S:19])=[O:16]. Procedure: 4 G. of 1,2-diamino-4-propargylthiobenzene in 40 ml. aceton is treated with 10 g. of methoxy carbonyl isothiocyanate. The mixture is left overnight at room temperature, stripped under vacuum and the residue triturated with ether. Recrystallization from methanol gives pure 1,2-bis-(3-methoxycarbonyl-2-thioureido)-4-propargylthio-benzene. As a reaction SMILES: [Li]CCCC.[C:6]([C:9](=[C:14]([NH2:19])[C:15]([F:18])([F:17])[F:16])[C:10]([O:12][CH3:13])=[O:11])(=[O:8])[CH3:7].[F:20][C:21]([F:28])([F:27])[C:22](OCC)=O.O>CCCCCC.C1COCC1>[F:16][C:15]([F:17])([F:18])[C:14]1[C:9]([C:10]([O:12][CH3:13])=[O:11])=[C:6]([OH:8])[CH:7]=[C:22]([C:21]([F:28])([F:27])[F:20])[N:19]=1. Procedure: To a flame dried 3-liter, four-necked flask equipped with nitrogen inlet, low temperature thermometer, 500 ml addition funnel and mechanical stirrer is charged 147 ml (1.05 ml) of diisopropylamine and 600 ml of dry tetrahydrofuran. The resulting solution is cooled to -78° C. using an acetone-dry ice bath. To this is slowly added 618 ml (1.05 mol) of 1.7M n-BuLi in hexane at such a rate that the reaction temperature was kept below -60° C. After stirring at -78° C. for 1 hour, a solution of 106 g ... Solvent: C1CCOC1 (THF), CCCCCC (hexane). Product: FC(C1=NC(=CC(=C1C(=O)OC)O)C(F)(F)F)(F)F (Methyl 2,6-bis(trifluoromethyl)-4-hydroxy-3-pyridinecarboxylate). Run at temperature -78 celsius, time 1 hour. The yield is 83.6%. Reactants: C(C)(=O)C(C(=O)OC)=C(C(F)(F)F)N (Methyl 2-acetyl-3-amino-4,4,4-trifluoro-2-butenoate), [Li]CCCC (n-BuLi), O (H2O), FC(C(=O)OCC)(F)F (ethyl trifluoroacetate). Reaction SMILES: [CH3:1][N:2]([CH2:14][CH:15](O)[CH3:16])[CH2:3][CH2:4][C:5]1[CH:10]=[CH:9][C:8]([N+:11]([O-:13])=[O:12])=[CH:7][CH:6]=1.S(Cl)([Cl:20])=O>>[CH3:1][N:2]([CH2:14][CH:15]([Cl:20])[CH3:16])[CH2:3][CH2:4][C:5]1[CH:10]=[CH:9][C:8]([N+:11]([O-:13])=[O:12])=[CH:7][CH:6]=1. Yields the product CN(CCC1=CC=C(C=C1)[N+](=O)[O-])CC(C)Cl (1-[N-Methyl-N-(4-nitrophenethyl)amino]-2-chloropropane). Reported procedure: Thionyl chloride (50 ml) was added dropwise with stirring and cooling in an ice/water bath to 1-(N-methyl-N-(4-nitrophenethyl)amino)-2-hydroxypropane (1.5 g). After stirring at room temperature for 1 hour, the solution was refluxed on a steam bath for a further 2 hours. The solution was evaporated to dryness and the residual oil partitioned between 2N aqueous sodium carbonate solution and ethyl acetate. After two further extractions with ethyl acetate, the organic portions were combined, washed ... The reactants are CN(CCC1=CC=C(C=C1)[N+](=O)[O-])CC(C)O (1-(N-methyl-N-(4-nitrophenethyl)amino)-2-hydroxypropane), S(=O)(Cl)Cl (Thionyl chloride). Starting materials: CO, COc1ccccc1-c1cn(S(=O)(=O)c2ccc(C)cc2)c2ncc(-c3cc(F)c(NCc4ccncc4)c(C(=O)N(C)C)c3)cc12, [K+], C1CCOC1, [OH-]. The product is COc1ccccc1-c1c[nH]c2ncc(-c3cc(F)c(NCc4ccncc4)c(C(=O)N(C)C)c3)cc12. Reaction SMILES: [CH3:55][OH:56].[F:1][c:2]1[c:3]([NH:40][CH2:41][c:42]2[cH:43][cH:44][n:45][cH:46][cH:47]2)[c:4]([C:5](=[O:6])[N:7]([CH3:8])[CH3:9])[cH:10][c:11](-[c:13]2[cH:14][c:15]3[c:16]([n:17][cH:18]2)[n:19]([S:30]([c:31]2[cH:32][cH:33][c:34]([CH3:35])[cH:36][cH:37]2)(=[O:38])=[O:39])[cH:20][c:21]3-[c:22]2[c:23]([O:28][CH3:29])[cH:24][cH:25][cH:26][cH:27]2)[cH:12]1.[K+:49].[O:50]1[CH2:51][CH2:52][CH2:53][CH2:54]1.[OH-:48]>>[F:1][c:2]1[c:3]([NH:40][CH2:41][c:42]2[cH:43][cH:44][n:45][cH:46][cH:47]2)[c:4]([C:5](=[O:6])[N:7]([CH3:8])[CH3:9])[cH:10][c:11](-[c:13]2[cH:14][c:15]3[c:16]([n:17][cH:18]2)[nH:19][cH:20][c:21]3-[c:22]2[c:23]([O:28][CH3:29])[cH:24][cH:25][cH:26][cH:27]2)[cH:12]1. Reactants: ClCC1CO1, OCC1COCCN1. Product: ClCC1CN2CCOCC2CO1. Reaction SMILES: [Cl:9][CH2:10][CH:11]1[CH2:12][O:13]1.[O:1]1[CH2:2][CH:3]([CH2:7][OH:8])[NH:4][CH2:5][CH2:6]1>>[O:1]1[CH2:2][CH:3]2[N:4]([CH2:5][CH2:6]1)[CH2:12][CH:11]([CH2:10][Cl:9])[O:8][CH2:7]2. The reactants are BrCCCCCCC (bromo-heptane), Cl (hydrochloric acid), CC(C=O)=C (2-methyl-2-propenal), [Mg] (magnesium). Reagents/catalysts: BrCCCCCCC (bromo-heptane). Run in C(C)OCC (diethyl ether), C(C)OCC (diethyl ether), C(C)OCC (diethyl ether). Conditions: temperature 0 celsius, time 2 hour. Product: CC(=C)C(CCCCCCC)O (2-methyl-1-decen-3-ol). Isolated yield 60.8%. Reaction SMILES: [Mg].Br[CH2:3][CH2:4][CH2:5][CH2:6][CH2:7][CH2:8][CH3:9].[CH3:10][C:11](=[CH2:14])[CH:12]=[O:13].Cl>C(OCC)C.BrCCCCCCC>[CH3:14][C:11]([CH:12]([OH:13])[CH2:3][CH2:4][CH2:5][CH2:6][CH2:7][CH2:8][CH3:9])=[CH2:10]. Procedure details: Under an atmosphere of nitrogen the reaction flask is charged with 9.85 g magnesium and 100 ml diethyl ether. The Grignard reaction is started with 3.00 g bromo-heptane. Then a solution of 70.00 g bromo-heptane in 50 ml diethyl ether is added dropwise within 90 minutes, the reaction mixture is kept at mild reflux and subsequently cooled to 0° C. to add now within 30 minutes a solution of 28.70 g 2-methyl-2-propenal in 30 ml diethyl ether. After further stirring for 2 hours at room temperature th...